Dataset: the Open Reaction Database (ORD), a public repository of structured organic reaction records. Task: describe an organic reaction: reactants, conditions, products, and yield Reactants: COc1ccc(CNc2nnc(C#CC3(O)CCCC3)c3ccc(C#N)cc23)cc1Cl, [H][H], C1CCOC1. Product: COc1ccc(CNc2nnc(CCC3(O)CCCC3)c3ccc(C#N)cc23)cc1Cl. RXN SMILES: [Cl:1][c:2]1[cH:3][c:4]([CH2:5][NH:6][c:7]2[n:8][n:9][c:10]([C:19]#[C:20][C:21]3([OH:26])[CH2:22][CH2:23][CH2:24][CH2:25]3)[c:11]3[cH:12][cH:13][c:14]([C:17]#[N:18])[cH:15][c:16]23)[cH:27][cH:28][c:29]1[O:30][CH3:31].[H:32][H:33].[O:34]1[CH2:35][CH2:36][CH2:37][CH2:38]1>>[Cl:1][c:2]1[cH:3][c:4]([CH2:5][NH:6][c:7]2[n:8][n:9][c:10]([CH2:19][CH2:20][C:21]3([OH:26])[CH2:22][CH2:23][CH2:24][CH2:25]3)[c:11]3[cH:12][cH:13][c:14]([C:17]#[N:18])[cH:15][c:16]23)[cH:27][cH:28][c:29]1[O:30][CH3:31]. Reactants: BrC1=C2C=NC(=NC2=C(C=C1)OC1CCN(CC1)C(=O)OC(C)(C)C)Cl (tert-butyl 4-(5-bromo-2-chloroquinazolin-8-yloxy)piperidine-1-carboxylate), NC1=CC(=C(C=C1)N1CCOCC1)Cl (N-(4-amino-2-chlorophenyl) morpholine). Run in C(C)(C)O (isopropanol). Run at temperature 110 celsius. Yields the product BrC1=C2C=NC(=NC2=C(C=C1)OC1CCN(CC1)C(=O)OC(C)(C)C)NC1=CC(=C(C=C1)N1CCOCC1)Cl (tert-butyl 4-(5-bromo-2-(3-chloro-4-morpholinophenylamino) quinazolin-8-yloxy)piperidine-1-carboxylate). Reaction SMILES: [Br:1][C:2]1[CH:11]=[CH:10][C:9]([O:12][CH:13]2[CH2:18][CH2:17][N:16]([C:19]([O:21][C:22]([CH3:25])([CH3:24])[CH3:23])=[O:20])[CH2:15][CH2:14]2)=[C:8]2[C:3]=1[CH:4]=[N:5][C:6](Cl)=[N:7]2.[NH2:27][C:28]1[CH:33]=[CH:32][C:31]([N:34]2[CH2:39][CH2:38][O:37][CH2:36][CH2:35]2)=[C:30]([Cl:40])[CH:29]=1>C(O)(C)C>[Br:1][C:2]1[CH:11]=[CH:10][C:9]([O:12][CH:13]2[CH2:14][CH2:15][N:16]([C:19]([O:21][C:22]([CH3:24])([CH3:23])[CH3:25])=[O:20])[CH2:17][CH2:18]2)=[C:8]2[C:3]=1[CH:4]=[N:5][C:6]([NH:27][C:28]1[CH:33]=[CH:32][C:31]([N:34]3[CH2:35][CH2:36][O:37][CH2:38][CH2:39]3)=[C:30]([Cl:40])[CH:29]=1)=[N:7]2. Procedure details: A mixture of tert-butyl 4-(5-bromo-2-chloroquinazolin-8-yloxy)piperidine-1-carboxylate (1 eq) and N-(4-amino-2-chlorophenyl) morpholine (1 eq) in isopropanol was heated in a sealed tube at 110° C. for overnight. The reaction mixture was concentrated and proceeds for next step. ES/MS m/z 618.0 (MH+). The reactants are [OH-].[Na+] (NaOH), O (water), NN=CC1=CC=C(C=C1)NC(NCC(=O)OCC)=O (ethyl (3-(4-(aminoiminomethyl)phenyl)ureido)acetate), [OH-].[Na+] (NaOH), ClC(=O)OCC1=CC=CC=C1 (benzyl chloroformate). Solvent: C1CCOC1 (THF). Conditions: temperature 0 celsius, time 2 hour. RXN SMILES: [NH2:1][N:2]=[CH:3][C:4]1[CH:9]=[CH:8][C:7]([NH:10][C:11](=[O:19])[NH:12][CH2:13][C:14]([O:16][CH2:17][CH3:18])=[O:15])=[CH:6][CH:5]=1.[OH-].[Na+].Cl[C:23]([O:25][CH2:26][C:27]1[CH:32]=[CH:31][CH:30]=[CH:29][CH:28]=1)=[O:24].O>C1COCC1>[CH2:26]([O:25][C:23]([NH:1][N:2]=[CH:3][C:4]1[CH:9]=[CH:8][C:7]([NH:10][C:11](=[O:19])[NH:12][CH2:13][C:14]([O:16][CH2:17][CH3:18])=[O:15])=[CH:6][CH:5]=1)=[O:24])[C:27]1[CH:32]=[CH:31][CH:30]=[CH:29][CH:28]=1 |f:1.2|. Procedure details: 0.50 g (1.66 mol) of ethyl (3-(4-(aminoiminomethyl)phenyl)ureido)acetate in 20 ml of THF is treated with 2.7 ml of 1N NaOH and cooled to 0° C. 0.29 ml (1.99 mmol) of benzyl chloroformate is added to this mixture and it is stirred at room temperature for 2 h. The pH is kept between 9 and 10 using 1N NaOH. The mixture is then treated with 50 ml of water and extracted with ethyl acetate. After drying (MgSO4), the solvent is removed in vacuo and the residue is stirred with ether. The product is C(C1=CC=CC=C1)OC(=O)NN=CC1=CC=C(C=C1)NC(NCC(=O)OCC)=O (Ethyl (3-(4-(benzyloxycarbonylaminoiminomethyl)phenyl)ureido)acetate). Starting materials: CN=C=S, CN(C)C=O, Nc1nc2c(s1)CNCC2. Yields the product CNC(=S)N1CCc2nc(N)sc2C1. As a reaction SMILES: [CH3:11][N:12]=[C:13]=[S:14].[CH3:15][N:16]([CH3:17])[CH:18]=[O:19].[NH2:1][c:2]1[s:3][c:4]2[c:9]([n:10]1)[CH2:8][CH2:7][NH:6][CH2:5]2>>[NH2:1][c:2]1[s:3][c:4]2[c:9]([n:10]1)[CH2:8][CH2:7][N:6]([C:13]([NH:12][CH3:11])=[S:14])[CH2:5]2. Starting materials: CN1C2C(C3C=CC=CC13)CCC2N (1,2,3,3a,4,8a-hexahydro-4-methylcyclopent[b]indol-3-amine), C1=C(C=CC2=CC=CC=C12)S(=O)(=O)O (2-naphthalene sulfonic acid). The solvent is CCOCC (Et2O), CCOCC (ether). Product: C1=C(C=CC2=CC=CC=C12)S(=O)(=O)O.CN1C2C(C3C=CC=CC13)CCC2N (1,2,3,3a,4,8a-Hexahydro-4-methylcyclopent[b]indol-3-amine 2-naphthalenesulfonate). As a reaction SMILES: [CH3:1][N:2]1[CH:10]2[CH:5]([CH:6]=[CH:7][CH:8]=[CH:9]2)[CH:4]2[CH2:11][CH2:12][CH:13]([NH2:14])[CH:3]12.[CH:15]1[C:24]2[C:19](=[CH:20][CH:21]=[CH:22][CH:23]=2)[CH:18]=[CH:17][C:16]=1[S:25]([OH:28])(=[O:27])=[O:26]>CCOCC>[CH:15]1[C:24]2[C:19](=[CH:20][CH:21]=[CH:22][CH:23]=2)[CH:18]=[CH:17][C:16]=1[S:25]([OH:28])(=[O:27])=[O:26].[CH3:1][N:2]1[CH:10]2[CH:5]([CH:6]=[CH:7][CH:8]=[CH:9]2)[CH:4]2[CH2:11][CH2:12][CH:13]([NH2:14])[CH:3]12 |f:3.4|. Procedure details: A 1.7 g sample of 1,2,3,3a,4,8a-hexahydro-4-methylcyclopent[b]indol-3-amine was dissolved in 150 ml Et2O and a solution of 1.9 g of 2-naphthalene sulfonic acid in ether was added in a dropwise manner with stirring. A solid was collected by filtration under N2. The reactants are ClC1=C(C(=O)NC2=C(C=C(C(=C2)C(F)(F)F)Cl)O)C=CN=C1 (3-chloro-N-[4-chloro-2-hydroxy-5-(trifluoromethyl)phenyl]isonicotinamide), O1CCCC1 (tetrahydrofuran), C1(=CC=CC=C1)P(C1=CC=CC=C1)C1=CC=CC=C1 (triphenylphosphine), N(=NC(=O)OCC)C(=O)OCC (diethyl azodicarboxylate). Solvent: C1(=CC=CC=C1)C (toluene). Run at time 2 hour. The product is O1C=NC2=C1C=CC=C2 (benzoxazole). As a reaction SMILES: ClC1C=NC=CC=1[C:4]([NH:6][C:7]1[CH:12]=[C:11](C(F)(F)F)[C:10](Cl)=[CH:9][C:8]=1[OH:18])=O.O1CCCC1.C1(P(C2C=CC=CC=2)C2C=CC=CC=2)C=CC=CC=1.N(C(OCC)=O)=NC(OCC)=O>C1(C)C=CC=CC=1>[O:18]1[C:8]2[CH:9]=[CH:10][CH:11]=[CH:12][C:7]=2[N:6]=[CH:4]1. Procedure: To a mixture of 0.46 g of 3-chloro-N-[4-chloro-2-hydroxy-5-(trifluoromethyl)phenyl]isonicotinamide, 5 ml of tetrahydrofuran and 0.38 g of triphenylphosphine, 0.63 g of 40% toluene solution of diethyl azodicarboxylate was added dropwise at room temperature, and the reaction mixture was stirred for two hours. The reaction mixture was concentrated under reduced pressure. The residue was subjected to silica gel column chromatography to give 0.39 g of 6-chloro-2-(3-chloropyridin-4-yl)-5-trifluorometh... The reactants are C(C)(C)(C)OC(=O)N1CCC(CC1)=O (4-oxo-piperidine-1-carboxylic acid tert-butyl ester), O (water), C(C)OP(OCC)(=O)CC1=CC(=CC=C1)OC1=NC=C(C=C1)C(F)(F)F ([3-(5-Trifluoromethyl-pyridin-2-yloxy)-benzyl]-phosphonic acid diethyl ester), [H-].[Na+] (sodium hydride). Reagents/catalysts: O1CCOCCOCCOCCOCC1 (1,4,7,10,13-pentaoxacyclopentadecane). The solvent is C1CCOC1 (THF), C1CCOC1 (THF). Reaction conditions: temperature 0 celsius, time 30 minute. The product is C(C)(C)OC(C)C (isopropyl ether), C(C)(C)(C)OC(=O)N1CCC(CC1)=CC1=CC(=CC=C1)OC1=NC=C(C=C1)C(F)(F)F (4-[3-(5-Trifluoromethyl-pyridin-2-yloxy)-benzylidene]-piperidine-1-carboxylic acid tert-butyl ester). Isolated yield 144.2%. Reaction SMILES: C(OP([CH2:9][C:10]1[CH:15]=[CH:14][CH:13]=[C:12]([O:16][C:17]2[CH:22]=[CH:21][C:20]([C:23]([F:26])([F:25])[F:24])=[CH:19][N:18]=2)[CH:11]=1)(=O)OCC)C.[H-].[Na+].[C:29]([O:33][C:34]([N:36]1[CH2:41][CH2:40][C:39](=O)[CH2:38][CH2:37]1)=[O:35])([CH3:32])([CH3:31])[CH3:30].O>C1COCC1.O1CCOCCOCCOCCOCC1>[CH:17]([O:16][CH:12]([CH3:11])[CH3:13])([CH3:22])[CH3:29].[C:29]([O:33][C:34]([N:36]1[CH2:41][CH2:40][C:39](=[CH:9][C:10]2[CH:15]=[CH:14][CH:13]=[C:12]([O:16][C:17]3[CH:22]=[CH:21][C:20]([C:23]([F:24])([F:25])[F:26])=[CH:19][N:18]=3)[CH:11]=2)[CH2:38][CH2:37]1)=[O:35])([CH3:32])([CH3:30])[CH3:31] |f:1.2|. Procedure: [3-(5-Trifluoromethyl-pyridin-2-yloxy)-benzyl]-phosphonic acid diethyl ester (2.3 g, 6.0 mmol) from Step 3 and 1,4,7,10,13-pentaoxacyclopentadecane (15-Crown-5, 0.03 mL, 0.15 mmol) were combined in THF (10 mL). The mixture was cooled to 0° C. and sodium hydride (240 mg, 60% dispersion in mineral oil, 6.0 mmol) was added. The reaction was warmed to room temperature, stirred for 30 minutes and then cooled back to 0° C. A solution of 4-oxo-piperidine-1-carboxylic acid tert-butyl ester (1.2 g, 6.0 m... The reactants are CCOC(=O)CC1CCN(c2cc3cccnc3c(-c3cccc(C#N)c3)n2)CC1, CCO, Cl, [K+], [OH-]. The product is N#Cc1cccc(-c2nc(N3CCC(CC(=O)O)CC3)cc3cccnc23)c1. Reaction SMILES: [CH2:1]([CH3:2])[O:3][C:4]([CH2:5][CH:6]1[CH2:7][CH2:8][N:9]([c:12]2[cH:13][c:14]3[cH:15][cH:16][cH:17][n:18][c:19]3[c:20](-[c:22]3[cH:23][c:24]([C:28]#[N:29])[cH:25][cH:26][cH:27]3)[n:21]2)[CH2:10][CH2:11]1)=[O:30].[CH3:34][CH2:35][OH:36].[ClH:33].[K+:32].[OH-:31]>>[O:3]=[C:4]([CH2:5][CH:6]1[CH2:7][CH2:8][N:9]([c:12]2[cH:13][c:14]3[cH:15][cH:16][cH:17][n:18][c:19]3[c:20](-[c:22]3[cH:23][c:24]([C:28]#[N:29])[cH:25][cH:26][cH:27]3)[n:21]2)[CH2:10][CH2:11]1)[OH:30]. Reactants: C(C)C=1N=C(C2=C(N1)C=CS2)O (2-Ethyl-4-hydroxythieno[3,2-d]pyrimidine), P(=O)(Cl)(Cl)Cl (phosphorus oxychloride). Product: ClC=1C2=C(N=C(N1)CC)C=CS2 (4-Chloro-2-ethylthieno[3,2-d]pyrimidine). As a reaction SMILES: [CH2:1]([C:3]1[N:4]=[C:5](O)[C:6]2[S:11][CH:10]=[CH:9][C:7]=2[N:8]=1)[CH3:2].P(Cl)(Cl)([Cl:15])=O>>[Cl:15][C:5]1[C:6]2[S:11][CH:10]=[CH:9][C:7]=2[N:8]=[C:3]([CH2:1][CH3:2])[N:4]=1. Procedure details: 2-Ethyl-4-hydroxythieno[3,2-d]pyrimidine (0.6725 g, 0.00373M) was refluxed with phosphorus oxychloride (20 ml) for 2 hours. The reaction mixture was cooled, concentrated under vacuum, the residue dissolved in methylene chloride, poured over ice and water and basified with ammonia. The layers were separated and the aqueous layer extracted with ether. The combined organic extracts were washed with brine, dried (MgSO4) and concentrated under vacuum to obtain the product, 0.65 g, as a tan solid, m.p... Starting materials: C(C)(C)(C)OC(NC=1C=NC(=CC1)C(NC1=CC(=CC=C1)CN1CCC(CC1)C(NC(C)(C)C)=O)=O)=O ({6-[3-(4-tert-butylcarbamoyl-piperidin-1-ylmethyl)-phenylcarbamoyl]-pyridin-3-yl}-carbamic acid tert-butyl ester), Cl (HCl). The solvent is O1CCOCC1 (dioxane), O1CCOCC1 (dioxane). Reaction conditions: time 1 hour. Product: C(C)(C)(C)NC(=O)C1CCN(CC1)CC=1C=C(C=CC1)NC(=O)C1=NC=C(C=C1)N (5-Amino-pyridine-2-carboxylic acid [3-(4-tert-butylcarbamoyl-piperidin-1-ylmethyl)-phenyl]-amide). Reaction SMILES: C(OC(=O)[NH:7][C:8]1[CH:9]=[N:10][C:11]([C:14](=[O:36])[NH:15][C:16]2[CH:21]=[CH:20][CH:19]=[C:18]([CH2:22][N:23]3[CH2:28][CH2:27][CH:26]([C:29](=[O:35])[NH:30][C:31]([CH3:34])([CH3:33])[CH3:32])[CH2:25][CH2:24]3)[CH:17]=2)=[CH:12][CH:13]=1)(C)(C)C.Cl>O1CCOCC1>[C:31]([NH:30][C:29]([CH:26]1[CH2:25][CH2:24][N:23]([CH2:22][C:18]2[CH:17]=[C:16]([NH:15][C:14]([C:11]3[CH:12]=[CH:13][C:8]([NH2:7])=[CH:9][N:10]=3)=[O:36])[CH:21]=[CH:20][CH:19]=2)[CH2:28][CH2:27]1)=[O:35])([CH3:34])([CH3:32])[CH3:33]. Procedure: A solution of {6-[3-(4-tert-butylcarbamoyl-piperidin-1-ylmethyl)-phenylcarbamoyl]-pyridin-3-yl}-carbamic acid tert-butyl ester (1.21 g, 2.37 mmol) in dioxane (15 mL) is cooled to 0° C. and HCl 4M in dioxane (2.4 mL, 9.497 mmol) is added. The RM is stirred at RT for 1 h and then heated at 60° C. overnight. The red mixture is cooled down to RT and filtered. The filtercake is washed with dioxane (15 mL). The red solid residue is partitioned between DCM (15 mL) and aq.sat.NaHCO3 (15 mL). The aqueous...